From a dataset of the Open Reaction Database (ORD), a public repository of structured organic reaction records. describe an organic reaction: reactants, conditions, products, and yield The reactants are C(C=C)(=O)Cl (acryloyl chloride), N1=CC=CC=C1 (pyridine), [N+](=O)([O-])C1=CC=CC=C1 (nitrobenzene), NC1=NN(C(C1)=O)C1=C(C=C(C=C1Cl)Cl)Cl (3-amino-1-(2,4,6-trichlorophenyl)-2-pyrazolin-5-one). Procedure details: 224 g (0.8 mole) of 3-amino-1-(2,4,6-trichlorophenyl)-2-pyrazolin-5-one was dissolved in 3.5 l of tetrahydrofuran to which were added 144 ml (1.76 mol) of pyridine and 12 ml of nitrobenzene. To the mixture was gradually added dropwise 160 g (1.76 mol) of acryloyl chloride while cooling with ice and the mixture was stirred for about 2 hours. After adding 1 l of water, the mixture was extracted with 1.5 l of ethyl acetate, and the extract was dried with anhydrous sodium sulfate. After distilling o... As a reaction SMILES: [NH2:1][C:2]1[CH2:6][C:5](=[O:7])[N:4]([C:8]2[C:13]([Cl:14])=[CH:12][C:11]([Cl:15])=[CH:10][C:9]=2[Cl:16])[N:3]=1.N1C=CC=CC=1.[N+](C1C=CC=CC=1)([O-])=O.[C:32](Cl)(=[O:35])[CH:33]=[CH2:34]>O1CCCC1.O>[Cl:14][C:13]1[CH:12]=[C:11]([Cl:15])[CH:10]=[C:9]([Cl:16])[C:8]=1[N:4]1[C:5](=[O:7])[CH2:6][C:2]([NH:1][C:32](=[O:35])[CH:33]=[CH2:34])=[N:3]1. The product is ClC1=C(C(=CC(=C1)Cl)Cl)N1N=C(CC1=O)NC(C=C)=O (1-(2,4,6-trichlorophenyl)-3-acryloylamino-2-pyrazolin-5-one). Run in O1CCCC1 (tetrahydrofuran), O (water). Yield: 32.0%. Conditions: time 2 hour. Reactants: C1(=CC=C(C=C1)S(=O)(=O)N1C=C(C=C1)C(=O)OC)C (Methyl 1-(p-Tolylsulfonyl)pyrrole-3-carboxylate), [Li+].[BH4-] (LiBH4), C(C)(=O)OCC (ethyl acetate), CCCCCC (hexane). Solvent: C1CCOC1 (THF). Product: C1(=CC=C(C=C1)S(=O)(=O)N1C=C(C=C1)CO)C (1-(p-Tolylsulfonyl)-3-pyrrolylmethanol). Yield: 90.3%. RXN SMILES: [C:1]1([CH3:19])[CH:6]=[CH:5][C:4]([S:7]([N:10]2[CH:14]=[CH:13][C:12]([C:15](OC)=[O:16])=[CH:11]2)(=[O:9])=[O:8])=[CH:3][CH:2]=1.[Li+].[BH4-].CCCCCC.C(OCC)(=O)C>C1COCC1>[C:1]1([CH3:19])[CH:2]=[CH:3][C:4]([S:7]([N:10]2[CH:14]=[CH:13][C:12]([CH2:15][OH:16])=[CH:11]2)(=[O:9])=[O:8])=[CH:5][CH:6]=1 |f:1.2|. Reported procedure: To a solution of 10 (15.6 g, 0.063 mol) in 250 mL anhydrous THF was added LiBH4 (1.8 g, 0.08 mol) at 60° C. water bath for 24 h. The reaction was quenched by the addition of 1 M H2SO4 solution. The resulting solution was extracted with dichloromethane. The extracts were washed with saturated aqueous sodium bicarbonate, water and brine, dried over sodium sulphate, filtered and evaporated under vacuum to give light yellow solid which subjected to flash chromatography (silica gel, hexane:ethyl acet... The reactants are COC=1C=C2C(C(=CNC2=CC1OC)C(=O)OCC)=O (1,4-Dihydro-6,7-dimethoxy-4-oxo-3-quinolinecarboxylic acid, ethyl ester), Cl (hydrochloric acid). The solvent is [OH-].[Na+] (sodium hydroxide). Run at time 24 hour. Product: COC=1C=C2C(C(=CNC2=CC1OC)C(=O)O)=O (1,4-Dihydro-6,7-dimethoxy-4-oxo-3-quinolinecarboxylic acid). Isolated yield 111.7%. As a reaction SMILES: [CH3:1][O:2][C:3]1[CH:4]=[C:5]2[C:10](=[CH:11][C:12]=1[O:13][CH3:14])[NH:9][CH:8]=[C:7]([C:15]([O:17]CC)=[O:16])[C:6]2=[O:20].Cl>[OH-].[Na+]>[CH3:1][O:2][C:3]1[CH:4]=[C:5]2[C:10](=[CH:11][C:12]=1[O:13][CH3:14])[NH:9][CH:8]=[C:7]([C:15]([OH:17])=[O:16])[C:6]2=[O:20] |f:2.3|. Reported procedure: 1,4-Dihydro-6,7-dimethoxy-4-oxo-3-quinolinecarboxylic acid, ethyl ester (68.0 g, 0.245 mol) was suspended in 588 ml of 1N sodium hydroxide solution and stirred for 24 hours at 50°-60° C. To the resulting clear solution dilute hydrochloric acid was added at 0° C. The voluminous precipitate was filtered by suction and washed with water. Drying in vacuo furnished 68.2 g of the title acid, melting point 284.4° C. The reactants are NC1=CC=CC=C1 (aniline), ferric chloride, C(=C)C(=O)C (methyl vinyl ketone). The reagents and catalysts are [Cl-].[Zn+2].[Cl-] (zinc chloride). Run in C(C)(=O)O (acetic acid). Reaction conditions: temperature 70 celsius, time 5 minute. Product: CC1=CC=NC2=CC=CC=C12 (4-Methylquinoline). Yield: 55.0%. RXN SMILES: [NH2:1][C:2]1[CH:7]=[CH:6][CH:5]=[CH:4][CH:3]=1.[CH:8]([C:10]([CH3:12])=O)=[CH2:9]>C(O)(=O)C.[Cl-].[Zn+2].[Cl-]>[CH3:12][C:10]1[C:7]2[C:2](=[CH:3][CH:4]=[CH:5][CH:6]=2)[N:1]=[CH:9][CH:8]=1 |f:3.4.5|. Reported procedure: To a stirred solution of aniline (1 g. 10 mmol) in acetic acid (10 ml), activated silferc (1.72 g. ferric chloride 10 mmol) was added under nitrogen atmosphere. The reaction mixture was stirred for 5 minutes and methyl vinyl ketone (MVK) (0.83 g, 11.8 mmol) was added slowly over a period of 15 minutes. The reaction mixture was heated to 70° C. and maintained between 70-75° C. for one hour. Anhydrous zinc chloride (1.46 g. 10 mmol) was added and the reaction was further refluxed for two hours. Th...